describe an organic reaction: reactants, conditions, products, and yield From a dataset of the Open Reaction Database (ORD), a public repository of structured organic reaction records. Reactants: Br, CCOC(=O)CC(Sc1ccc2c(c1)OCC(=O)N2CCCN(C(=O)OCc1ccccc1)c1ccccn1)c1ccccc1, CC(=O)O. The product is CCOC(=O)CC(Sc1ccc2c(c1)OCC(=O)N2CCCNc1ccccn1)c1ccccc1. RXN SMILES: [BrH:46].[CH2:1]([O:2][C:3](=[O:4])[N:11]([c:12]1[n:13][cH:14][cH:15][cH:16][cH:17]1)[CH2:18][CH2:19][CH2:20][N:21]1[C:22](=[O:45])[CH2:23][O:24][c:25]2[c:26]1[cH:27][cH:28][c:29]([S:31][CH:32]([CH2:33][C:34](=[O:35])[O:36][CH2:37][CH3:38])[c:39]1[cH:40][cH:41][cH:42][cH:43][cH:44]1)[cH:30]2)[c:5]1[cH:6][cH:7][cH:8][cH:9][cH:10]1.[CH3:47][C:48](=[O:49])[OH:50]>>[NH:11]([c:12]1[n:13][cH:14][cH:15][cH:16][cH:17]1)[CH2:18][CH2:19][CH2:20][N:21]1[C:22](=[O:45])[CH2:23][O:24][c:25]2[c:26]1[cH:27][cH:28][c:29]([S:31][CH:32]([CH2:33][C:34](=[O:35])[O:36][CH2:37][CH3:38])[c:39]1[cH:40][cH:41][cH:42][cH:43][cH:44]1)[cH:30]2.